Dataset: the Open Reaction Database (ORD), a public repository of structured organic reaction records. Task: describe an organic reaction: reactants, conditions, products, and yield The reactants are C(CC1=CC=CC=C1)OC(CCCCCCCCCC[Si](O[Si](C)(C)C)(C)C)=O (11-(1,1,3,3,3-pentamethyl-disiloxanyl)-undecanoic acid phenethyl ester), C(CC1=CC=CC=C1)OC(CCCCCCCCC=C)=O (undec-10-enoic acid phenethyl ester), C[SiH](O[Si](C)(C)C)C (pentamethyldisiloxane). Product: C(CC1=CC=CC=C1)OC(CCCC[Si](O[Si](C)(C)C)(C)C)=O (5-(1,1,3,3,3-Pentamethyl-disiloxanyl)-pentanoic Acid Phenethyl Ester). RXN SMILES: [CH2:1]([O:9][C:10](=[O:29])[CH2:11][CH2:12][CH2:13][CH2:14]CCCCCC[Si](C)(C)O[Si](C)(C)C)[CH2:2][C:3]1[CH:8]=[CH:7][CH:6]=[CH:5][CH:4]=1.C(OC(=O)CCCCCCCCC=C)CC1C=CC=CC=1.[CH3:51][SiH:52]([CH3:58])[O:53][Si:54]([CH3:57])([CH3:56])[CH3:55]>>[CH2:1]([O:9][C:10](=[O:29])[CH2:11][CH2:12][CH2:13][CH2:14][Si:52]([CH3:58])([CH3:51])[O:53][Si:54]([CH3:57])([CH3:56])[CH3:55])[CH2:2][C:3]1[CH:4]=[CH:5][CH:6]=[CH:7][CH:8]=1. Procedure details: According to the same procedure, 11-(1,1,3,3,3-pentamethyl-disiloxanyl)-undecanoic acid phenethyl ester was prepared from undec-10-enoic acid phenethyl ester and pentamethyldisiloxane. Reactants: ClC1=CC=C(CC2C(CCC3=CC=C(C=C23)CCCNS(=O)(=O)CCC)NC(OC(C)(C)C)=O)C=C1 (tert-Butyl [1-(4-chlorobenzyl)-7-{3-[(propylsulfonyl)amino]propyl}-1,2,3,4-tetrahydronaphthalen-2-yl]carbamate), Cl (hydrochloric acid). Run in ClCCl (dichloromethane). Run at time 2 hour. Product: Cl.NC1CCC=2C=CC(=CC2C1CC1=CC=C(C=C1)Cl)CCCNS(=O)(=O)CCC (N-{3-[7-Amino-8-(4-chlorobenzyl)-5,6,7,8-tetrahydronaphthalen-2-yl]propyl}propane-1-sulfonamide hydrochloride). Reaction SMILES: [Cl:1][C:2]1[CH:36]=[CH:35][C:5]([CH2:6][CH:7]2[C:16]3[C:11](=[CH:12][CH:13]=[C:14]([CH2:17][CH2:18][CH2:19][NH:20][S:21]([CH2:24][CH2:25][CH3:26])(=[O:23])=[O:22])[CH:15]=3)[CH2:10][CH2:9][CH:8]2[NH:27]C(=O)OC(C)(C)C)=[CH:4][CH:3]=1.Cl>ClCCl>[ClH:1].[NH2:27][CH:8]1[CH:7]([CH2:6][C:5]2[CH:35]=[CH:36][C:2]([Cl:1])=[CH:3][CH:4]=2)[C:16]2[CH:15]=[C:14]([CH2:17][CH2:18][CH2:19][NH:20][S:21]([CH2:24][CH2:25][CH3:26])(=[O:23])=[O:22])[CH:13]=[CH:12][C:11]=2[CH2:10][CH2:9]1 |f:3.4|. Procedure details: tert-Butyl [1-(4-chlorobenzyl)-7-{3-[(propylsulfonyl)amino]propyl}-1,2,3,4-tetrahydronaphthalen-2-yl]carbamate (150 mg, 0.281 mmol) was dissolved in dichloromethane (3 mL) and a solution of hydrochloric acid (0.5 mL, 5 M in isopropanol) was added. After stirring at room temperature for 2 hours the solvent was removed in vacuo. Water was added (15 mL) and the pH was adjusted to 9 with aqueous saturated sodium bicarbonate and the mixture was extracted with dichloromethane (3×15 mL). The combined o... Reactants: C(=O)(OC)C=1C=C2CC(CC2=CC1OC)N(CCC)CCC (5-Carbomethoxy-6-methoxy-2-(di-n-propylamino)indan), [H-].[Al+3].[Li+].[H-].[H-].[H-] (lithium aluminum hydride). Solvent: C1CCOC1 (THF). Yields the product OCC=1C=C2CC(CC2=CC1OC)N(CCC)CCC (5-Hydroxymethyl-6-methoxy-2-(di-n-propylamino)indan). As a reaction SMILES: [C:1]([C:5]1[CH:6]=[C:7]2[C:11](=[CH:12][C:13]=1[O:14][CH3:15])[CH2:10][CH:9]([N:16]([CH2:20][CH2:21][CH3:22])[CH2:17][CH2:18][CH3:19])[CH2:8]2)(OC)=[O:2].[H-].[Al+3].[Li+].[H-].[H-].[H-]>C1COCC1>[OH:2][CH2:1][C:5]1[CH:6]=[C:7]2[C:11](=[CH:12][C:13]=1[O:14][CH3:15])[CH2:10][CH:9]([N:16]([CH2:17][CH2:18][CH3:19])[CH2:20][CH2:21][CH3:22])[CH2:8]2 |f:1.2.3.4.5.6|. Procedure: A solution of 5-carbomethoxy-6-methoxy-2-(di-n-propylamino)indan (Example 57) in THF at 0° C. under nitrogen is treated with excess lithium aluminum hydride. After work-up and purification, the title compound is obtained.